Dataset: the Open Reaction Database (ORD), a public repository of structured organic reaction records. Task: describe an organic reaction: reactants, conditions, products, and yield Reactants: ClC=1C=C(C(=O)ONC(=N)C=2C=C3C=CNC3=CC2)C=CC1OC (N-(3-Chloro-4-methoxybenzoyloxy)-1H-indole-5-carboximidamide), CCCC[N+](CCCC)(CCCC)CCCC.[F-] (TBAF). The solvent is C1CCOC1 (THF), C1(=CC=CC=C1)C (toluene). The product is ClC=1C=C(C=CC1OC)C1=NC(=NO1)C=1C=C2C=CNC2=CC1 (5-(3-Chloro-4-methoxyphenyl)-3-(1H-indol-5-yl)-1,2,4-oxadiazole). Isolated yield 92.6%. RXN SMILES: [Cl:1][C:2]1[CH:3]=[C:4]([CH:20]=[CH:21][C:22]=1[O:23][CH3:24])[C:5]([O:7][NH:8][C:9]([C:11]1[CH:12]=[C:13]2[C:17](=[CH:18][CH:19]=1)[NH:16][CH:15]=[CH:14]2)=[NH:10])=O.CCCC[N+](CCCC)(CCCC)CCCC.[F-]>C1COCC1.C1(C)C=CC=CC=1>[Cl:1][C:2]1[CH:3]=[C:4]([C:5]2[O:7][N:8]=[C:9]([C:11]3[CH:12]=[C:13]4[C:17](=[CH:18][CH:19]=3)[NH:16][CH:15]=[CH:14]4)[N:10]=2)[CH:20]=[CH:21][C:22]=1[O:23][CH3:24] |f:1.2|. Procedure: A suspension of the product of Step D (0.4 g; 1.16 mmol) and 1M TBAF in THF (0.5 ml) in anhydrous toluene (10 ml) was refluxed for 3 h under N2, cooled to room temperature and solvents were removed under reduced pressure. The residue was washed with H2O (5 ml) and the solid was purified by FCC (SiO2; CH2Cl2) to give the title compound (0.35 g; 92%) as colourless solid. 1H-NMR (CDCl3) 4.0 (s, 3H); 6.66 (m, 1H); 7.05 (d, 1H, J=8.7 Hz); 7.27 (m, 1H); 7.49 (d, 1H, J=8.7 Hz); 7.97-8.01 (m, 1H); 8.1-8... The reactants are FC1=C(N(N=C1)C)C=1C=C(C=CC1OC)N (3-(4-Fluoro-2-methyl-2H-pyrazol-3-yl)-4-methoxy-phenylamine), ClC1=C(C=C(C=C1)N=C=O)C(F)(F)F (4-chloro-3-trifluoromethylphenylisocyanate). Product: ClC1=C(C=C(C=C1)NC(=O)NC1=CC(=C(C=C1)OC)C=1N(N=CC1F)C)C(F)(F)F (1-(4-Chloro-3-trifluoromethyl-phenyl)-3-[3-(4-fluoro-2-methyl-2H-pyrazol-3-yl)-4-methoxy-phenyl]-urea). Isolated yield 29.0%. Reaction SMILES: [F:1][C:2]1[CH:6]=[N:5][N:4]([CH3:7])[C:3]=1[C:8]1[CH:9]=[C:10]([NH2:16])[CH:11]=[CH:12][C:13]=1[O:14][CH3:15].[Cl:17][C:18]1[CH:23]=[CH:22][C:21]([N:24]=[C:25]=[O:26])=[CH:20][C:19]=1[C:27]([F:30])([F:29])[F:28]>>[Cl:17][C:18]1[CH:23]=[CH:22][C:21]([NH:24][C:25]([NH:16][C:10]2[CH:11]=[CH:12][C:13]([O:14][CH3:15])=[C:8]([C:3]3[N:4]([CH3:7])[N:5]=[CH:6][C:2]=3[F:1])[CH:9]=2)=[O:26])=[CH:20][C:19]=1[C:27]([F:28])([F:29])[F:30]. Procedure details: 3-(4-Fluoro-2-methyl-2H-pyrazol-3-yl)-4-methoxy-phenylamine was treated with 4-chloro-3-trifluoromethylphenylisocyanate, in a similar manner as described in Example 1.68, providing 15 mg (29% yield) of Compound 84: LCMS m/z (%)=445 (M+H37Cl, 34), 443 (M+H35Cl, 100). 1H NMR (400 MHz, acetone-d6) δ: 8.69 (s, 1H), 8.39 (s, 1H), 8.15 (d, J=2.4 Hz, 1H), 7.74 (dd, J1=8.6 Hz, J2=2.2 Hz 1H), 7.65 (dd, J1=9.0 Hz, J2=2.6 Hz, 1H), 7.53 (d, J=8.8 Hz, 1H), 7.49 (d, J=2.4 Hz, 1H), 7.38 (d, JH,F=4.4 Hz, 1H), 7... RXN SMILES: [Br:20][CH:21]([C:22](=[O:23])[O:24][CH2:25][CH3:26])[CH3:27].[C:28](=[O:29])([O-:30])[O-:31].[CH2:37]([C:38]([CH3:39])=[O:40])[CH3:41].[Cl:1][c:2]1[cH:3][cH:4][c:5]2[cH:6][c:7]([O:12][c:13]3[cH:14][cH:15][c:16]([OH:19])[cH:17][cH:18]3)[n:8][cH:9][c:10]2[cH:11]1.[Cl:34][CH2:35][Cl:36].[K+:32].[K+:33]>>[Cl:1][c:2]1[cH:3][cH:4][c:5]2[cH:6][c:7]([O:12][c:13]3[cH:14][cH:15][c:16]([O:19][CH:21]([C:22](=[O:23])[O:24][CH2:25][CH3:26])[CH3:27])[cH:17][cH:18]3)[n:8][cH:9][c:10]2[cH:11]1. Product: CCOC(=O)C(C)Oc1ccc(Oc2cc3ccc(Cl)cc3cn2)cc1. Reactants: CCOC(=O)C(C)Br, O=C([O-])[O-], CCC(C)=O, Oc1ccc(Oc2cc3ccc(Cl)cc3cn2)cc1, ClCCl, [K+], [K+]. Starting materials: CCOC(=O)CC(=O)COC(C)(C)C, CC(=O)Cl, [Cl-], [Cl-], [Cl-], ClCCl, [Mg+2], [NH4+], c1ccncc1. The product is CCOC(=O)C(C(C)=O)C(=O)COC(C)(C)C. RXN SMILES: [CH2:4]([CH3:5])[O:6][C:7]([CH2:8][C:9]([CH2:10][O:11][C:12]([CH3:13])([CH3:14])[CH3:15])=[O:16])=[O:17].[CH3:18][C:19]([Cl:20])=[O:21].[Cl-:1].[Cl-:22].[Cl-:3].[Cl:24][CH2:25][Cl:26].[Mg+2:2].[NH4+:23].[cH:27]1[cH:28][cH:29][n:30][cH:31][cH:32]1>>[CH2:4]([CH3:5])[O:6][C:7]([CH:8]([C:9]([CH2:10][O:11][C:12]([CH3:13])([CH3:14])[CH3:15])=[O:16])[C:19]([CH3:18])=[O:21])=[O:17].